From a dataset of the Open Reaction Database (ORD), a public repository of structured organic reaction records. describe an organic reaction: reactants, conditions, products, and yield The reactants are solution, C(C)[Mg]Br (ethyl magnesium bromide), CNC1=CC=C(C=C1)Br (N-methyl-4-bromo-aniline), [Cl-].[NH4+] (ammonium chloride), solution N, C(C)[Mg]Br (ethyl magnesium bromide), C(C=C)Br (allyl bromide). Solvent: CCOCC (ether), CCOCC (ether). Run at time 30 minute. Yields the product CN(C1=CC=C(C=C1)Br)CC=C (N-methyl-N-allyl-4-bromo-aniline). As a reaction SMILES: C([Mg]Br)C.[CH3:5][NH:6][C:7]1[CH:12]=[CH:11][C:10]([Br:13])=[CH:9][CH:8]=1.[CH2:14](Br)[CH:15]=[CH2:16].[Cl-].[NH4+]>CCOCC>[CH3:5][N:6]([CH2:16][CH:15]=[CH2:14])[C:7]1[CH:12]=[CH:11][C:10]([Br:13])=[CH:9][CH:8]=1 |f:3.4|. Procedure: 280 ml of a solution of ethyl magnesium bromide in ether were added dropwise at less than 20° C. under an inert atmosphere to 50.05 g of N-methyl-4-bromo-aniline and after stirring for 30 minutes, 28 ml of allyl bromide were added thereto over 15 minutes. The mixture was refluxed for 40 minutes and was allowed to cool. 25 ml of a solution N of ethyl magnesium bromide in ether were added thereto dropwise and the mixture was stirred for 25 minutes and poured into iced ammonium chloride solution. T... Reactants: S1C=CC=C1 (thiophene), ClCCCCC(=O)Cl (5-chlorovaleryl chloride). Yields the product ClCCCCC(=O)C=1SC=CC1 (5-Chloro-1-(2-thienyl)-1-pentanone). As a reaction SMILES: [S:1]1[CH:5]=[CH:4][CH:3]=[CH:2]1.[Cl:6][CH2:7][CH2:8][CH2:9][CH2:10][C:11](Cl)=[O:12]>>[Cl:6][CH2:7][CH2:8][CH2:9][CH2:10][C:11]([C:2]1[S:1][CH:5]=[CH:4][CH:3]=1)=[O:12]. Procedure: Using thiophene (1.00 ml) and 5-chlorovaleryl chloride (1.63 ml) according to the same method as that of Reference Example 1, the title compound (2.20 g) was obtained as a pale yellow solid. Starting materials: BrBr (bromine), quaternary ammonium salt, C(C)(=O)N/C=C/SC1=C(N2C([C@@H]([C@H]2C1)[C@H](C)O)=O)C(=O)[O-].[Na+] (Sodium (5R,6S)-3-[(E)-2-acetamidoethenylthio]-6-[(S)-1-hydroxyethyl]-7-oxo-1-azabicyclo[3.2.0]hept-2-ene-2-carboxylate), [Na] (sodium). Reagents/catalysts: CCCCCCCC[N+](C)(CCCCCCCC)CCCCCCCC.[Cl-] (Aliquat 336), CCCCCCCC[N+](C)(CCCCCCCC)CCCCCCCC.[Cl-] (Aliquat 336). Run in C(Cl)(Cl)(Cl)Cl (carbon tetrachloride), ClCCl (dichloromethane), ClCCl (dichloromethane), O (water), ClCCl (dichloromethane). The product is C(C)(=O)NC=C(SC1=C(N2C([C@@H]([C@H]2C1)[C@H](C)O)=O)C(=O)[O-])Br.[Na+] (Sodium (5R,6S)-3-(2-acetamido-1-bromoethenylthio)-6-[(S)-1-hydroxyethyl]-7-oxo-1-azabicyclo[3.2.0]hept-2-ene-2-carboxylate). Reaction SMILES: [C:1]([NH:4]/[CH:5]=[CH:6]/[S:7][C:8]1[CH2:14][C@H:13]2[N:10]([C:11](=[O:18])[C@@H:12]2[C@@H:15]([OH:17])[CH3:16])[C:9]=1[C:19]([O-:21])=[O:20])(=[O:3])[CH3:2].[Na+:22].[Na].[Br:24]Br>O.CCCCCCCC[N+](CCCCCCCC)(CCCCCCCC)C.[Cl-].ClCCl.C(Cl)(Cl)(Cl)Cl>[C:1]([NH:4][CH:5]=[C:6]([Br:24])[S:7][C:8]1[CH2:14][C@H:13]2[N:10]([C:11](=[O:18])[C@@H:12]2[C@@H:15]([OH:17])[CH3:16])[C:9]=1[C:19]([O-:21])=[O:20])(=[O:3])[CH3:2].[Na+:22] |f:0.1,5.6,9.10,^1:22|. Reported procedure: Sodium (5R,6S)-3-[(E)-2-acetamidoethenylthio]-6-[(S)-1-hydroxyethyl]-7-oxo-1-azabicyclo[3.2.0]hept-2-ene-2-carboxylate (200 mg of 52.6% pure material) in water (10 ml) was treated with Aliquat 336 (500 mg) in dichloromethane (10 ml). After separation the aqueous solution was re-extracted with dichloromethane (10 ml) containing Aliquat 336 (500 mg). The dichloromethane extracts were combined, dried (MgSO4) and evaporated in vacuo to leave a mixture of Aliquat 336 and the quaternary ammonium salt ...